From a dataset of the Open Reaction Database (ORD), a public repository of structured organic reaction records. describe an organic reaction: reactants, conditions, products, and yield The reactants are COc1ccc(P2(=S)SP(=S)(c3ccc(OC)cc3)S2)cc1, CC(C)(C)OC(=O)C1CCNC1=O, c1ccccc1. Yields the product CC(C)(C)OC(=O)C1CCNC1=S. As a reaction SMILES: [CH3:14][O:15][c:16]1[cH:17][cH:18][c:19]([P:20]2(=[S:23])[S:21][P:22]([c:24]3[cH:25][cH:26][c:27]([O:28][CH3:29])[cH:30][cH:31]3)(=[S:32])[S:33]2)[cH:34][cH:35]1.[O:1]=[C:2]1[NH:3][CH2:4][CH2:5][CH:6]1[C:7](=[O:8])[O:9][C:10]([CH3:11])([CH3:12])[CH3:13].[cH:36]1[cH:37][cH:38][cH:39][cH:40][cH:41]1>>[C:2]1(=[S:23])[NH:3][CH2:4][CH2:5][CH:6]1[C:7](=[O:8])[O:9][C:10]([CH3:11])([CH3:12])[CH3:13]. Starting materials: CC(C)C(CO[Si](C)(C)C(C)(C)C)n1c(CCl)nc2cnc3ccccc3c21, O=C([O-])O, CCCC[N+](CCCC)(CCCC)CCCC, CC(C)(C)[O-], ClC(Cl)Cl, [F-], [K+], [Na+], C1CCOC1. Product: CC(C)C1COCc2nc3cnc4ccccc4c3n21. RXN SMILES: [C:1]([Si:2]([CH3:3])([CH3:4])[O:6][CH2:7][CH:8]([CH:9]([CH3:10])[CH3:11])[n:12]1[c:13]([CH2:25][Cl:5])[n:14][c:15]2[cH:16][n:17][c:18]3[cH:19][cH:20][cH:21][cH:22][c:23]3[c:24]12)([CH3:26])([CH3:27])[CH3:28].[C:47](=[O:48])([OH:49])[O-:50].[CH3:30][CH2:31][CH2:32][CH2:33][N+:34]([CH2:35][CH2:36][CH2:37][CH3:38])([CH2:39][CH2:40][CH2:41][CH3:42])[CH2:43][CH2:44][CH2:45][CH3:46].[CH3:52][C:53]([CH3:54])([O-:55])[CH3:56].[Cl:63][CH:64]([Cl:65])[Cl:66].[F-:29].[K+:57].[Na+:51].[O:58]1[CH2:59][CH2:60][CH2:61][CH2:62]1>>[O:6]1[CH2:7][CH:8]([CH:9]([CH3:10])[CH3:11])[n:12]2[c:13]([n:14][c:15]3[cH:16][n:17][c:18]4[cH:19][cH:20][cH:21][cH:22][c:23]4[c:24]23)[CH2:25]1.